This data is from the Open Reaction Database (ORD), a public repository of structured organic reaction records. The task is: describe an organic reaction: reactants, conditions, products, and yield Reactants: [H-].[K+] (Potassium hydride), ClC=1C(=CC=2C3=C(NC2C1)CCN(CC3)C(=O)OC(C)(C)C)Cl (tert-butyl 8,9-dichloro-1,4,5,6-tetrahydroazepino[4,5-b]indole-3(2H)-carboxylate), BrCCCC1=CC=CC=C1 (1-bromo-3-phenylpropane). The solvent is CN(C)C=O (DMF). Conditions: time 15 minute. The product is ClC=1C(=CC=2C3=C(N(C2C1)CCCC1=CC=CC=C1)CCN(CC3)C(=O)OC(C)(C)C)Cl (tert-Butyl 8,9-dichloro-6-(3-phenylpropyl)-1,4,5,6-tetrahydroazepino[4,5-b]indole-3(2H)-carboxylate). Yield: 79.2%. As a reaction SMILES: [H-].[K+].[Cl:3][C:4]1[C:5]([Cl:25])=[CH:6][C:7]2[C:8]3[CH2:17][CH2:16][N:15]([C:18]([O:20][C:21]([CH3:24])([CH3:23])[CH3:22])=[O:19])[CH2:14][CH2:13][C:9]=3[NH:10][C:11]=2[CH:12]=1.Br[CH2:27][CH2:28][CH2:29][C:30]1[CH:35]=[CH:34][CH:33]=[CH:32][CH:31]=1>CN(C=O)C>[Cl:3][C:4]1[C:5]([Cl:25])=[CH:6][C:7]2[C:8]3[CH2:17][CH2:16][N:15]([C:18]([O:20][C:21]([CH3:22])([CH3:24])[CH3:23])=[O:19])[CH2:14][CH2:13][C:9]=3[N:10]([CH2:27][CH2:28][CH2:29][C:30]3[CH:35]=[CH:34][CH:33]=[CH:32][CH:31]=3)[C:11]=2[CH:12]=1 |f:0.1|. Procedure details: Potassium hydride (45 mg, 1.1 mmol) was added to a solution of tert-butyl 8,9-dichloro-1,4,5,6-tetrahydroazepino[4,5-b]indole-3(2H)-carboxylate (0.20 g, 0.56 mmol) in DMF (1.0 mL). After 15 min, 1-bromo-3-phenylpropane (0.13 mL, 0.86 mmol) was added. After 5 h, the reaction was quenched with saturated aqueous NH4Cl (10 mL) and extracted with CH2Cl2 (3×10 mL). The combined organic extracts were washed with brine, dried over Na2SO4, decanted, and concentrated. The crude product was purified by col...